This data is from the Open Reaction Database (ORD), a public repository of structured organic reaction records. The task is: describe an organic reaction: reactants, conditions, products, and yield The product is CN1CCN(c2cc3c(cn2)c(=O)c(C(=O)O)cn3C2CC2)CC1. Starting materials: CN1CCNCC1, CCO, CS(C)=O, O=C(O)c1cn(C2CC2)c2cc(Cl)ncc2c1=O. RXN SMILES: [CH3:19][N:20]1[CH2:21][CH2:22][NH:23][CH2:24][CH2:25]1.[CH3:26][CH2:27][OH:28].[CH3:29][S:30]([CH3:31])=[O:32].[Cl:1][c:2]1[n:3][cH:4][c:5]2[c:6](=[O:18])[c:7]([C:15](=[O:16])[OH:17])[cH:8][n:9]([CH:12]3[CH2:13][CH2:14]3)[c:10]2[cH:11]1>>[c:2]1([N:23]2[CH2:22][CH2:21][N:20]([CH3:19])[CH2:25][CH2:24]2)[n:3][cH:4][c:5]2[c:6](=[O:18])[c:7]([C:15](=[O:16])[OH:17])[cH:8][n:9]([CH:12]3[CH2:13][CH2:14]3)[c:10]2[cH:11]1. RXN SMILES: Br[C:2]1[S:6][C:5]([S:7]([NH:10][C:11]2[CH:16]=[CH:15][CH:14]=[C:13]([C:17]3[NH:21][N:20]=[N:19][N:18]=3)[CH:12]=2)(=[O:9])=[O:8])=[CH:4][CH:3]=1.[CH3:22][C:23]1[CH:28]=[CH:27][C:26](B(O)O)=[CH:25][CH:24]=1>>[CH3:22][C:23]1[CH:28]=[CH:27][C:26]([C:2]2[S:6][C:5]([S:7]([NH:10][C:11]3[CH:16]=[CH:15][CH:14]=[C:13]([C:17]4[NH:21][N:20]=[N:19][N:18]=4)[CH:12]=3)(=[O:9])=[O:8])=[CH:4][CH:3]=2)=[CH:25][CH:24]=1. Yield: 27.7%. Reported procedure: The product was prepared according to General Procedure 3, described in Example 22, starting from 5-bromo-N-[3-(1H-tetrazol-5-yl)phenyl]thiophene-2-sulfonamide (Intermediate 17) (19 mg, 0.05 mmol) and 4-methylbenzene boronic acid (8 mg, 0.06 mmol) giving 5.5 mg (28%) of the title compound. MS (ESI+) calcd for C18H15N5O2S2 397.066716, found 397.066596. Yields the product CC1=CC=C(C=C1)C1=CC=C(S1)S(=O)(=O)NC1=CC(=CC=C1)C1=NN=NN1 (5-(4-Methylphenyl)-N-[3-(1H-tetrazol-5-yl)phenyl]thiophene-2-sulfonamide). Starting materials: BrC1=CC=C(S1)S(=O)(=O)NC1=CC(=CC=C1)C1=NN=NN1 (5-bromo-N-[3-(1H-tetrazol-5-yl)phenyl]thiophene-2-sulfonamide), BrC1=CC=C(S1)S(=O)(=O)NC1=CC(=CC=C1)C1=NN=NN1 (5-bromo-N-[3-(1H-tetrazol-5-yl)phenyl]thiophene-2-sulfonamide), CC1=CC=C(C=C1)B(O)O (4-methylbenzene boronic acid).